This data is from the Open Reaction Database (ORD), a public repository of structured organic reaction records. The task is: describe an organic reaction: reactants, conditions, products, and yield Starting materials: C(CCCCCCCCCCC)N(C(C1=CC=C(C(=O)O)C=C1)=O)CCCCCCCCCCCC (terephthalic acid bisdodecylamide), C(C1=CC=C(C(=O)OC)C=C1)(=O)OC (dimethyl terephthalate), C(CCCCCCCCCCC)N (dodecylamine). The solvent is CO (methanol), CO (methanol). Reaction conditions: time 8 hour. The product is C(CCCCCCCCCCC)NC(C1=CC=C(C=C1)C(=O)OC)=O (4-carbomethoxybenzoic acid dodecylamide). Yield: 91.2%. As a reaction SMILES: [C:1]([O:13][CH3:14])(=[O:12])[C:2]1[CH:11]=[CH:10][C:5]([C:6]([O:8]C)=O)=[CH:4][CH:3]=1.[CH2:15]([NH2:27])[CH2:16][CH2:17][CH2:18][CH2:19][CH2:20][CH2:21][CH2:22][CH2:23][CH2:24][CH2:25][CH3:26].C(N(CCCCCCCCCCCC)C(=O)C1C=CC(C(O)=O)=CC=1)CCCCCCCCCCC>CO>[CH2:15]([NH:27][C:6](=[O:8])[C:5]1[CH:4]=[CH:3][C:2]([C:1]([O:13][CH3:14])=[O:12])=[CH:11][CH:10]=1)[CH2:16][CH2:17][CH2:18][CH2:19][CH2:20][CH2:21][CH2:22][CH2:23][CH2:24][CH2:25][CH3:26]. Procedure details: 19.4 g (0.1 mole) of dimethyl terephthalate and 18.5 g (0.1 mole) of dodecylamine are refluxed in 100 ml of methanol. After addition of 9 g (0.05 mole) of sodim methylate (30% strength in methanol) refluxing is continued for 8 hours, and the reaction batch is then worked up as described in Example 1, affording 31.7 g (91.2%) of 4-carbomethoxybenzoic acid dodecylamide having a 14% terephthalic acid bisdodecylamide content. Isolated yield 80.5%. Starting materials: C1(=CC=CC=C1)C(C#CCOC1OCCCC1)O (1-phenyl-4-(tetrahydro-2H-pyran-2-yloxy)but-2-yn-1-ol), NaHCO3 NaS2O3. Reaction conditions: time 30 minute. Reported procedure: To a solution of 1-phenyl-4-(tetrahydro-2H-pyran-2-yloxy)but-2-yn-1-ol (3.0 g, 12.2 mmol) in DCM (50 mL) was added DMP (10.0 g, 24.4 mmol). The resulting solution was stirred for 30 min at room temperature and then the reaction mixture was poured into NaHCO3/NaS2O3 solution and stirred for overnight, extracted with DCM (3×150 mL), dried over anhydrous sodium sulfate and then concentrated in vacuo to give a residue. The residue was purified by silica gel column chromatography (3% ethyl acetate in... Yields the product C1(=CC=CC=C1)C(C#CCOC1OCCCC1)=O (1-phenyl-4-(tetrahydro-2H-pyran-2-yloxy)but-2-yn-1-one). RXN SMILES: [C:1]1([CH:7]([OH:18])[C:8]#[C:9][CH2:10][O:11][CH:12]2[CH2:17][CH2:16][CH2:15][CH2:14][O:13]2)[CH:6]=[CH:5][CH:4]=[CH:3][CH:2]=1>C(Cl)Cl>[C:1]1([C:7](=[O:18])[C:8]#[C:9][CH2:10][O:11][CH:12]2[CH2:17][CH2:16][CH2:15][CH2:14][O:13]2)[CH:2]=[CH:3][CH:4]=[CH:5][CH:6]=1. Run in C(Cl)Cl (DCM). Procedure: 695 mg of methacrylic acid butylamide are dissolved in 30 ml of tetrahydrofuran and, at -75° C., 6.2 ml of 1.6M n-butyllithium in hexane are added thereto. The reaction mixture is stirred for 30 minutes at 0° C. and then, at -75° C., 9.8 ml of 1M chlorotitanium triisopropoxide in hexane are added thereto. The mixture is stirred for a further 15 minutes at -75° C. and then, at the same temperature, a solution of 924 mg of 2(S)-tert-butoxy-carbonyl-amino-4(S)-isopropyl-5-(p-tert-butyl-phenyl)-pent... Product: C(CCC)NC(C(C[C@@H]([C@H](C[C@H](CC1=CC=C(C=C1)C(C)(C)C)C(C)C)NC(=O)OC(C)(C)C)O)=C)=O (N-Tert-butoxycarbonyl-2-methylene-4(S)-hydroxy-5(S)-amino-7(S)-isopropyl-8-(p-tert-butyl-phenyl)-octanoic acid (N-butyl)amide). Reaction SMILES: [CH2:1]([NH:5][C:6](=[O:10])[C:7]([CH3:9])=[CH2:8])[CH2:2][CH2:3][CH3:4].C([Li])CCC.C(O[C@@:21]([NH2:42])([C:24](=C=O)[C@H:25]([CH:37]([CH3:39])[CH3:38])[CH2:26][C:27]1[CH:32]=[CH:31][C:30]([C:33]([CH3:36])([CH3:35])[CH3:34])=[CH:29][CH:28]=1)[CH:22]=[O:23])(C)(C)C.C(O)(=O)[CH2:44][C:45]([CH2:50]C(O)=O)([C:47](O)=O)[OH:46].[O:56]1CCC[CH2:57]1>CCCCCC.O1C=CC=C1.O1CCCC1.CC(C)[O-].CC(C)[O-].CC(C)[O-].Cl[Ti+3].C(OCC)C.O>[CH2:1]([NH:5][C:6](=[O:10])[C:7](=[CH2:9])[CH2:8][C@H:22]([OH:23])[C@@H:21]([NH:42][C:57]([O:46][C:45]([CH3:44])([CH3:47])[CH3:50])=[O:56])[CH2:24][C@@H:25]([CH:37]([CH3:39])[CH3:38])[CH2:26][C:27]1[CH:32]=[CH:31][C:30]([C:33]([CH3:36])([CH3:35])[CH3:34])=[CH:29][CH:28]=1)[CH2:2][CH2:3][CH3:4] |f:6.7,8.9.10.11|. Run in CCCCCC (hexane), CCCCCC (hexane), O1C=CC=C1.O1CCCC1 (tetrahydrofuran furan), C(C)OCC (diethyl ether), O (water). Reagents/catalysts: CC([O-])C.CC([O-])C.CC([O-])C.Cl[Ti+3] (chlorotitanium triisopropoxide). The reactants are C(CCC)[Li] (n-butyllithium), C(C)(C)(C)O[C@](C=O)(C([C@@H](CC1=CC=C(C=C1)C(C)(C)C)C(C)C)=C=O)N (2(S)-tert-butoxy-carbonyl-amino-4(S)-isopropyl-5-(p-tert-butyl-phenyl)-pentanal), C(CCC)NC(C(=C)C)=O (methacrylic acid butylamide), O1CCCC1 (tetrahydrofuran), C(CC(O)(C(=O)O)CC(=O)O)(=O)O (citric acid). Reaction conditions: temperature 0 celsius, time 30 minute. Run in O1CCCC1 (tetrahydrofuran). Reported procedure: A solution of 3-hydroxymethylpyridine (10 g, 92 mmol) in anhydrous tetrahydrofuran (200 ml), under an atmosphere of nitrogen, was treated with sodium hydride (4 g of a 55% oil dispersion, 92 mmol) in portions. After stirring for 15 minutes iodomethane (5.7 ml, 92 mmol) was added dropwise and the reaction mixture was stirred at ambient temperature for 2 hours. Water (20 ml) was added and the tetrahydrofuran evaporated. The residue was partitioned between water (50 ml) and dichloromethane (70 ml).... Conditions: time 2 hour. Reactants: OCC=1C=NC=CC1 (3-hydroxymethylpyridine), [H-].[Na+] (sodium hydride), oil, IC (iodomethane), O (Water). RXN SMILES: [OH:1][CH2:2][C:3]1[CH:4]=[N:5][CH:6]=[CH:7][CH:8]=1.[H-].[Na+].I[CH3:12].O>O1CCCC1>[CH3:12][O:1][CH2:2][C:3]1[CH:4]=[N:5][CH:6]=[CH:7][CH:8]=1 |f:1.2|. Yields the product COCC=1C=NC=CC1 (3-Methoxymethylpyridine). Starting materials: [Li] (lithium), FC(C1=CC=CC=2NC(=NC21)CC(=O)O)(F)F ([4-(trifluoromethyl)-1H-benzimidazol-2-yl]acetic acid), C(C1=CC=CC=C1)N1C[C@@H](CC1)N ((3R)-1-benzylpyrrolidin-3-amine), C=1C=CC2=C(C1)N=NN2O (HOBt), CCN=C=NCCCN(C)C (EDCI), C(C)(C)N(CC)C(C)C (diisopropylethylamine), C(=O)(O)[O-].[Na+] (NaHCO3). The solvent is CN(C)C=O (DMF), ClCCl (dichloromethane). Run at time 16 hour. Yields the product C(C1=CC=CC=C1)N1C[C@@H](CC1)NC(CC1=NC2=C(N1)C=CC=C2C(F)(F)F)=O (N-[(3R)-1-benzylpyrrolidin-3-yl]-2-[4-(trifluoromethyl)-1H-benzimidazol-2-yl]acetamide). Isolated yield 61.5%. As a reaction SMILES: [Li].[F:2][C:3]([F:18])([F:17])[C:4]1[C:12]2[N:11]=[C:10]([CH2:13][C:14]([OH:16])=O)[NH:9][C:8]=2[CH:7]=[CH:6][CH:5]=1.[CH2:19]([N:26]1[CH2:30][CH2:29][C@@H:28]([NH2:31])[CH2:27]1)[C:20]1[CH:25]=[CH:24][CH:23]=[CH:22][CH:21]=1.C1C=CC2N(O)N=NC=2C=1.CCN=C=NCCCN(C)C.C(N(C(C)C)CC)(C)C.C([O-])(O)=O.[Na+]>CN(C=O)C.ClCCl>[CH2:19]([N:26]1[CH2:30][CH2:29][C@@H:28]([NH:31][C:14](=[O:16])[CH2:13][C:10]2[NH:9][C:8]3[CH:7]=[CH:6][CH:5]=[C:4]([C:3]([F:2])([F:18])[F:17])[C:12]=3[N:11]=2)[CH2:27]1)[C:20]1[CH:21]=[CH:22][CH:23]=[CH:24][CH:25]=1 |f:6.7,^1:0|. Procedure details: To a solution of the lithium salt of [4-(trifluoromethyl)-1H-benzimidazol-2-yl]acetic acid (3.5 mmol; prepared according to WO 2005020899 A2) in DMF (18 mL) was added (3R)-1-benzylpyrrolidin-3-amine (740 mg, 4.20 mmol), HOBt (709 mg, 5.25 mmol), EDCI (1.00 g, 5.25 mmol) and diisopropylethylamine (3.05 mL, 17.5 mmol). The reaction mixture was stirred for 16 hours then was added NaHCO3 (sat. aq., 10 mL) and dichloromethane (10 mL). The organic layer was separated and the aqueous layer was washed w... Starting materials: COC(=O)CCCBr, Cl, Ic1ccc(Oc2ccc(N3CCNCC3)cc2)cc1. The product is COC(=O)CCCN1CCN(c2ccc(Oc3ccc(I)cc3)cc2)CC1. Reaction SMILES: [CH3:22][O:23][C:24]([CH2:25][CH2:26][CH2:27][Br:28])=[O:29].[ClH:1].[I:2][c:3]1[cH:4][cH:5][c:6]([O:7][c:8]2[cH:9][cH:10][c:11]([N:14]3[CH2:15][CH2:16][NH:17][CH2:18][CH2:19]3)[cH:12][cH:13]2)[cH:20][cH:21]1>>[I:2][c:3]1[cH:4][cH:5][c:6]([O:7][c:8]2[cH:9][cH:10][c:11]([N:14]3[CH2:15][CH2:16][N:17]([CH2:27][CH2:26][CH2:25][C:24]([O:23][CH3:22])=[O:29])[CH2:18][CH2:19]3)[cH:12][cH:13]2)[cH:20][cH:21]1. The reactants are COCC(OC=1C=C(C=C2C=C(NC12)C=1SC(CN1)CC(=O)O)OC1=NC=C(C=C1)S(=O)(=O)C)COC ([2-(7-[2-methoxy-1-(methoxymethyl)ethoxy]-5-{[5-(methylsulfonyl)pyridin-2-yl]oxy}-1H-indol-2-yl)-4,5-dihydro-1,3-thiazol-5-yl]acetic acid), Cl.C(C)N=C=NCCCN(C)C (N-ethyl-N′-(3-dimethylaminopropyl)carbodiimide hydrochloride), ON1N=NC2=C1C=CC=C2 (1-hydroxybenzotriazole), [Cl-].C[NH3+] (methylammonium chloride). The solvent is CN(C=O)C (N,N-dimethylformamide), C(C)N(CC)CC (triethylamine). Reaction conditions: time 2.5 hour. Yields the product COCC(OC=1C=C(C=C2C=C(NC12)C=1SC(CN1)CC(=O)NC)OC1=NC=C(C=C1)S(=O)(=O)C)COC (2-[2-(7-[2-Methoxy-1-(methoxymethyl)ethoxy]-5-{[5-(methylsulfonyl)pyridin-2-yl]oxy}-1H-indol-2-yl)-4,5-dihydro-1,3-thiazol-5-yl]-N-methylacetamide). Isolated yield 60.7%. RXN SMILES: [CH3:1][O:2][CH2:3][CH:4]([CH2:35][O:36][CH3:37])[O:5][C:6]1[CH:7]=[C:8]([O:24][C:25]2[CH:30]=[CH:29][C:28]([S:31]([CH3:34])(=[O:33])=[O:32])=[CH:27][N:26]=2)[CH:9]=[C:10]2[C:14]=1[NH:13][C:12]([C:15]1[S:16][CH:17]([CH2:20][C:21](O)=[O:22])[CH2:18][N:19]=1)=[CH:11]2.Cl.[CH2:39]([N:41]=C=NCCCN(C)C)C.ON1C2C=CC=CC=2N=N1.[Cl-].C[NH3+]>CN(C)C=O.C(N(CC)CC)C>[CH3:37][O:36][CH2:35][CH:4]([CH2:3][O:2][CH3:1])[O:5][C:6]1[CH:7]=[C:8]([O:24][C:25]2[CH:30]=[CH:29][C:28]([S:31]([CH3:34])(=[O:33])=[O:32])=[CH:27][N:26]=2)[CH:9]=[C:10]2[C:14]=1[NH:13][C:12]([C:15]1[S:16][CH:17]([CH2:20][C:21]([NH:41][CH3:39])=[O:22])[CH2:18][N:19]=1)=[CH:11]2 |f:1.2,4.5|. Procedure details: A mixture of [2-(7-[2-methoxy-1-(methoxymethyl)ethoxy]-5-{[5-(methylsulfonyl)pyridin-2-yl]oxy}-1H-indol-2-yl)-4,5-dihydro-1,3-thiazol-5-yl]acetic acid (280 mg), N-ethyl-N′-(3-dimethylaminopropyl)carbodiimide hydrochloride (195 mg), 1-hydroxybenzotriazole (138 mg), methylammonium chloride (69 mg), triethylamine (0.14 mL) and N,N-dimethylformamide (15 mL) was stirred at room temperature for 2.5 h. The mixture was concentrated under reduced pressure. The residue was dissolved in water and the mixtu...